Dataset: the Open Reaction Database (ORD), a public repository of structured organic reaction records. Task: describe an organic reaction: reactants, conditions, products, and yield The reactants are C(CCC)C=1N(C(N(N1)C1=C(C=CC=C1)C(F)(F)F)=O)CC1=CC=C(C=C1)C1=C(C=CC=C1)S(N)(=O)=O (5-n-Butyl-2,4-dihydro-4-[(2'-sulfamoylbiphenyl-4-yl)methyl]-2-[2-(trifluoromethyl)phenyl]-3H-1,2,4-triazol-3-one), C(C)(C)S(=O)(=O)Cl (isopropylsulfonyl chloride). Reaction conditions: temperature 65 celsius. Product: crude product, C(CCC)C=1N(C(N(N1)C1=C(C=CC=C1)C(F)(F)F)=O)CC1=CC=C(C=C1)C1=C(C=CC=C1)S(NS(=O)(=O)C(C)C)(=O)=O (5-n-Butyl-2,4-dihydro-4-[[2'-[N-(isopropylsulfonyl)sulfamoyl]biphenyl-4-yl]methyl]-2-[2-(trifluoromethyl)phenyl]-3H-1,2,4-triazol-3-one). RXN SMILES: [CH2:1]([C:5]1[N:6]([CH2:21][C:22]2[CH:27]=[CH:26][C:25]([C:28]3[CH:33]=[CH:32][CH:31]=[CH:30][C:29]=3[S:34](=[O:37])(=[O:36])[NH2:35])=[CH:24][CH:23]=2)[C:7](=[O:20])[N:8]([C:10]2[CH:15]=[CH:14][CH:13]=[CH:12][C:11]=2[C:16]([F:19])([F:18])[F:17])[N:9]=1)[CH2:2][CH2:3][CH3:4].[CH:38]([S:41](Cl)(=[O:43])=[O:42])([CH3:40])[CH3:39]>>[CH2:1]([C:5]1[N:6]([CH2:21][C:22]2[CH:27]=[CH:26][C:25]([C:28]3[CH:33]=[CH:32][CH:31]=[CH:30][C:29]=3[S:34](=[O:37])(=[O:36])[NH:35][S:41]([CH:38]([CH3:40])[CH3:39])(=[O:43])=[O:42])=[CH:24][CH:23]=2)[C:7](=[O:20])[N:8]([C:10]2[CH:15]=[CH:14][CH:13]=[CH:12][C:11]=2[C:16]([F:19])([F:18])[F:17])[N:9]=1)[CH2:2][CH2:3][CH3:4]. Procedure details: The title compound was prepared from 5-n-butyl-2,4-dihydro-4-[(2'-sulfamoylbiphenyl-4-yl)methyl]-2-[2-(trifluoromethyl)phenyl]-3H-1,2,4-triazol-3-one (from Example 13, Step C) and isopropylsulfonyl chloride according to the procedure of Example 14, except that the mixture was heated overnight at 65° C. Flash chromatography of the crude product on silica gel gave the title compound as a glass; satisfactory purity by TLC in 9:1 CH2Cl2 --MeOH; mass spectrum (FAB) m/e 659 (M+Na)+, 675 (M+K)+. Reactants: C(C)OC(\C(=C\C1=CC(=C(C=C1)OC)OC1CCCC1)\C)=O ((E)-3-(3-cyclopentoxy-4-methoxyphenyl)-2-methyl-acrylic acid ethyl ester), [Li+].[OH-] (LiOH), O.[OH-].[Li+] (lithium hydroxide hydrate). Run in CO.O (methanol water). The product is C1(CCCC1)OC=1C=C(C=CC1OC)/C=C(/C(=O)O)\C ((E)-3-(3-Cyclopentoxy-4-methoxy-phenyl)-2-methyl-acrylic acid). The yield is 66.8%. RXN SMILES: C([O:3][C:4](=[O:22])/[C:5](/[CH3:21])=[CH:6]/[C:7]1[CH:12]=[CH:11][C:10]([O:13][CH3:14])=[C:9]([O:15][CH:16]2[CH2:20][CH2:19][CH2:18][CH2:17]2)[CH:8]=1)C.[Li+].[OH-].O.[OH-].[Li+]>CO.O>[CH:16]1([O:15][C:9]2[CH:8]=[C:7](/[CH:6]=[C:5](\[CH3:21])/[C:4]([OH:22])=[O:3])[CH:12]=[CH:11][C:10]=2[O:13][CH3:14])[CH2:17][CH2:18][CH2:19][CH2:20]1 |f:1.2,3.4.5,6.7|. Procedure details: A suspension of (E)-3-(3-cyclopentoxy-4-methoxyphenyl)-2-methyl-acrylic acid ethyl ester (30 g 98.6 mmol) and LiOH.OH2O (lithium hydroxide hydrate) (5.0 g, 119.2 mmol, 1.2 equiv.) in methanol-water (4:1, 100 mL) was stirred at room temperature for 24 hours. Methanol was removed under reduced pressure and the resulting residue was dissolved in water (100 mL), washed with three 100 mL portions of ethyl acetate, neutralized with 1.0N HCl (hydrochloric acid) (100 mL), and extracted with two 150 mL p... Starting materials: BrC1=C(C(=O)C2=C(C3=C(S2)C=CC=C3)O)C=CC=C1 (2-(2-bromobenzoyl)-benzo[b]-thiophen-3-ol), P(Cl)(Cl)(Cl)(Cl)Cl (phosphorus(V) chloride), N (ammonia), petroleum ether ethyl acetate. Product: N\C(=C\1/C(C2=C(S1)C=CC=C2)=O)\C2=C(C=CC=C2)Br ((E)-2-[(Amino)-(2-bromo-phenyl)methylene]-benzo[b]thiophen-3(2H)-one). Isolated yield 42.0%. As a reaction SMILES: [Br:1][C:2]1[CH:19]=[CH:18][CH:17]=[CH:16][C:3]=1[C:4]([C:6]1[S:10][C:9]2[CH:11]=[CH:12][CH:13]=[CH:14][C:8]=2[C:7]=1[OH:15])=O.P(Cl)(Cl)(Cl)(Cl)Cl.[NH3:26]>>[NH2:26]/[C:4](/[C:3]1[CH:16]=[CH:17][CH:18]=[CH:19][C:2]=1[Br:1])=[C:6]1\[C:7](=[O:15])[C:8]2[CH:14]=[CH:13][CH:12]=[CH:11][C:9]=2[S:10]\1. Procedure: Prepared as in Example 1 from 2-(2-bromobenzoyl)-benzo[b]-thiophen-3-ol, phosphorus(V) chloride and concentrated aqueous ammonia with a yield of 42% of theory. M.p. 143°-144° C. (petroleum ether/ethyl acetate 1:1). Starting materials: C(C1CCC=CC1)O (1,2,3,6-tetrahydrobenzylalcohol), C(C=C)Br (allyl bromide), [OH-].[Na+] (sodium hydroxide). The reagents and catalysts are [Br-].C(CCC)[N+](CCCC)(CCCC)CCCC (tetra-n-butylammonium bromide). The solvent is C1(=CC=CC=C1)C (toluene). Run at time 15 minute. The product is C(OCC=C)C1CC=CCC1 ((2-Oxapent-4-enyl)cyclohex-3-ene). Reaction SMILES: [CH2:1]([OH:8])[CH:2]1[CH2:7][CH:6]=[CH:5][CH2:4][CH2:3]1.[CH2:9](Br)[CH:10]=[CH2:11].[OH-].[Na+]>[Br-].C([N+](CCCC)(CCCC)CCCC)CCC.C1(C)C=CC=CC=1>[CH2:1]([CH:2]1[CH2:3][CH2:4][CH:5]=[CH:6][CH2:7]1)[O:8][CH2:11][CH:10]=[CH2:9] |f:2.3,4.5|. Procedure details: Into a 500 mL round bottom flask equipped with an overhead stirrer, thermometer and a nitrogen inlet were placed 56.085 g (0.5 mol) of distilled 1,2,3,6-tetrahydrobenzylalcohol, 90.75 g (0.75 mol) of allyl bromide, 100 mL of toluene and 30 g (0.75 mol) of sodium hydroxide. The reaction mixture was stirred at room temperature for 15 minutes. Then, 3 g (0.01 mol) of tetra-n-butylammonium bromide was added and the reaction mixture slowly heated to reflux (65° C.) and maintained at that temperature ... Starting materials: ( 2 ), N (ammonia), N(=C=S)C1=CC(=C(C=C1)C1=NC(=NO1)C)OC (5-(4-isothiocyanato-2-methoxyphenyl)-3-methyl-1,2,4-oxadiazole). Solvent: CO (MeOH). Reaction conditions: time 24 hour. Product: COC=1C=C(C=CC1C1=NC(=NO1)C)NC(=S)N (1-(3-methoxy-4-(3-methyl-1,2,4-oxadiazol-5-yl)phenyl)thiourea). The yield is 100.0%. As a reaction SMILES: [NH3:1].[N:2]([C:5]1[CH:10]=[CH:9][C:8]([C:11]2[O:15][N:14]=[C:13]([CH3:16])[N:12]=2)=[C:7]([O:17][CH3:18])[CH:6]=1)=[C:3]=[S:4]>CO>[CH3:18][O:17][C:7]1[CH:6]=[C:5]([NH:2][C:3]([NH2:1])=[S:4])[CH:10]=[CH:9][C:8]=1[C:11]1[O:15][N:14]=[C:13]([CH3:16])[N:12]=1. Procedure: Step I (2): Methanolic ammonia (3.33 mL, 23.3 mmol) was added to a flask charged with 5-(4-isothiocyanato-2-methoxyphenyl)-3-methyl-1,2,4-oxadiazole (1.28 g, 5.18 mmol) in MeOH (12 mL). After stirring at rt for 24 h, the reaction mixture was concentrated to dryness in vacuo to afford 1-(3-methoxy-4-(3-methyl-1,2,4-oxadiazol-5-yl)phenyl)thiourea (1.368 g, 5.18 mmol, 100% yield). LC-MS (M+H)+ 265.2. 1H NMR (400 MHz, methanol-d4) δ ppm 7.94 (d, J=8.56 Hz, 1 H) 7.77 (d, J=2.01 Hz, 1 H) 7.06 (dd, J=8... Reactants: C(CC1=CC=CC=C1)N=C=O (Phenethyl isocyanate), [N+](=[N-])=C1C(=NC=N1)C(=O)N (5-diazoimidazole-4-carboxamide). Run in CS(=O)C (dimethylsulfoxide). Reaction conditions: time 8 hour. Yields the product O=C1N2C(N=NN1CCC1=CC=CC=C1)=C(N=C2)C(=O)N (4-oxo-3-phenethyl-3,4-dihydroimidazo[5,1-d][1,2,3,5]tetrazine-8-carboxamide). As a reaction SMILES: [CH2:1]([N:9]=[C:10]=[O:11])[CH2:2][C:3]1[CH:8]=[CH:7][CH:6]=[CH:5][CH:4]=1.[N+:12](=[C:14]1[N:18]=[CH:17][N:16]=[C:15]1[C:19]([NH2:21])=[O:20])=[N-:13]>CS(C)=O>[O:11]=[C:10]1[N:9]([CH2:1][CH2:2][C:3]2[CH:8]=[CH:7][CH:6]=[CH:5][CH:4]=2)[N:13]=[N:12][C:14]2=[C:15]([C:19]([NH2:21])=[O:20])[N:16]=[CH:17][N:18]12. Procedure details: Phenethyl isocyanate (0.441 g, 3 mmol) was added drop wise to a suspension of 5-diazoimidazole-4-carboxamide (0.274 g, 2 mmol) in dry dimethylsulfoxide (2.5 mL) at room temperature under nitrogen. The resulting mixture was stirred at room temperature overnight. The reaction was quenched by the addition of ice and the solid product (pale pink) was removed by filtration, washed with water and ethyl acetate, and recrystallised from chloroform to give the title compound. Yield: 0.259 g, 46%. IR vmax... The product is OC1CCc2c1cccc2C(F)(F)F. RXN SMILES: [BH4-:15].[CH3:19][OH:20].[Cl-:17].[F:1][C:2]([c:3]1[c:4]2[c:8]([cH:9][cH:10][cH:11]1)[C:7](=[O:12])[CH2:6][CH2:5]2)([F:13])[F:14].[NH4+:18].[Na+:16].[O:21]1[CH2:22][CH2:23][CH2:24][CH2:25]1>>[F:1][C:2]([c:3]1[c:4]2[c:8]([cH:9][cH:10][cH:11]1)[CH:7]([OH:12])[CH2:6][CH2:5]2)([F:13])[F:14]. Reactants: [BH4-], CO, [Cl-], O=C1CCc2c1cccc2C(F)(F)F, [NH4+], [Na+], C1CCOC1. Starting materials: C(CCC)[Li] (n-Butyl lithium), CC1(OC2=C(O1)C=C1C(OC(O1)(C)C)=C2)C (2,2,6,6-Tetramethylbenzo[1,2-d:4,5-d']bis(1,3)dioxole), C(C)OCC (diethyl ether), C[Mg]Br (methyl magnesium bromide). Run at time 1 hour. The product is OC1=C2OC(OC2=CC=2OC(OC21)(C)C)(C)C (8-hydroxy-2,2,6,6-tetramethyl-benzo[1,2-d:4,5-d']bis(1,3)dioxole). Isolated yield 28.0%. RXN SMILES: [CH3:1][C:2]1([CH3:16])[O:6][C:5]2[CH:7]=[C:8]3[O:12][C:11]([CH3:14])([CH3:13])[O:10][C:9]3=[CH:15][C:4]=2[O:3]1.C([Li])CCC.C[Mg]Br.C([O:27]CC)C>>[OH:27][C:7]1[C:5]2[O:6][C:2]([CH3:16])([CH3:1])[O:3][C:4]=2[CH:15]=[C:9]2[C:8]=1[O:12][C:11]([CH3:14])([CH3:13])[O:10]2. Reported procedure: 2,2,6,6-Tetramethylbenzo[1,2-d:4,5-d']-(1,3)dioxole (5.00 g, 22.5 mmol (Example 5)) was dissolved in diethyl ether (150 mL, sodium benzophenone ketyl) under argon. n-Butyl lithium (10.0 mL, 25 mmol, 2.5M in toluene) was added at room temperature followed by methyl magnesium bromide (4.25 mL, 13 mmol, 3.0M in diethyl ether, Aldrich). the resulting mixture was stirred at room temperature for 1 h. Oxygen was bubbled through the solution over a period of 2 hours, while cooling with a cold water bath... Starting materials: OC=1C=C(C(=O)O)C=CC1 (3-Hydroxybenzoic acid), ClC1=C(C=C(C=C1)C(F)(F)F)C#N (4-chloro-3-cyanobenzotrifluoride), C([O-])([O-])=O.[K+].[K+] (potassium carbonate). Run in CN(C=O)C (dimethylformamide). Reaction conditions: time 65 hour. Product: C(#N)C1=C(OC=2C=C(C(=O)O)C=CC2)C=CC(=C1)C(F)(F)F (3-(2-cyano-4-trifluoromethylphenoxy)benzoic acid). Isolated yield 39.1%. Reaction SMILES: [OH:1][C:2]1[CH:3]=[C:4]([CH:8]=[CH:9][CH:10]=1)[C:5]([OH:7])=[O:6].Cl[C:12]1[CH:17]=[CH:16][C:15]([C:18]([F:21])([F:20])[F:19])=[CH:14][C:13]=1[C:22]#[N:23].C(=O)([O-])[O-].[K+].[K+]>CN(C)C=O>[C:22]([C:13]1[CH:14]=[C:15]([C:18]([F:19])([F:20])[F:21])[CH:16]=[CH:17][C:12]=1[O:1][C:2]1[CH:3]=[C:4]([CH:8]=[CH:9][CH:10]=1)[C:5]([OH:7])=[O:6])#[N:23] |f:2.3.4|. Procedure details: 3-Hydroxybenzoic acid (27.6 g), 4-chloro-3-cyanobenzotrifluoride (41.1 g) and anhydrous potassium carbonate (55.2 g) were stirred together for 71/2 hours at 100° C. in dry dimethylformamide (500 ml) and then left at room temperature for 65 hours. The solvent was then removed under reduced pressure and the residue taken up in water and acidified with dilute hydrochloric acid. The solid which separated was washed with water, dissolved in ether and the solution dried and concentrated. The colourles... Starting materials: N(=O)OC(C)(C)C (t-butyl nitrite), C(C)(C)(C)OC(=O)CON=C(C(=O)OC(C1=CC=CC=C1)C1=CC=CC=C1)C=1N=C(SC1)N (benzhydryl 2-t-butoxycarbonylmethoxyimino-2-(2-aminothiazol-4-yl)acetate), C(C)(=O)OCC (ethyl acetate), O (water). The solvent is O1CCCC1 (tetrahydrofuran), O1CCCC1 (tetrahydrofuran). Product: C(C)(C)(C)OC(=O)CON=C(C(=O)OC(C1=CC=CC=C1)C1=CC=CC=C1)C=1N=CSC1 (benzhydryl 2-t-butoxycarbonylmethoxyimino-2-(4-thiazolyl)acetate). Isolated yield 45.5%. RXN SMILES: N(OC(C)(C)C)=O.[C:8]([O:12][C:13]([CH2:15][O:16][N:17]=[C:18]([C:35]1[N:36]=[C:37](N)[S:38][CH:39]=1)[C:19]([O:21][CH:22]([C:29]1[CH:34]=[CH:33][CH:32]=[CH:31][CH:30]=1)[C:23]1[CH:28]=[CH:27][CH:26]=[CH:25][CH:24]=1)=[O:20])=[O:14])([CH3:11])([CH3:10])[CH3:9].C(OCC)(=O)C.O>O1CCCC1>[C:8]([O:12][C:13]([CH2:15][O:16][N:17]=[C:18]([C:35]1[N:36]=[CH:37][S:38][CH:39]=1)[C:19]([O:21][CH:22]([C:29]1[CH:34]=[CH:33][CH:32]=[CH:31][CH:30]=1)[C:23]1[CH:24]=[CH:25][CH:26]=[CH:27][CH:28]=1)=[O:20])=[O:14])([CH3:11])([CH3:9])[CH3:10]. Procedure details: A solution of t-butyl nitrite (1.7 g) in tetrahydrofuran (10 ml) was dropwise added to a solution of benzhydryl 2-t-butoxycarbonylmethoxyimino-2-(2-aminothiazol-4-yl)acetate (syn isomer) (5 g) in tetrahydrofuran (50 ml) at 50° to 53° C. under stirring and the mixture was stirred at the same temperature at 25 minutes. The reaction mixture was poured into a mixture of ethyl acetate and water and the organic layer was separated. The organic layer was washed with brine and dried over magnesium sulfa...